From a dataset of the Open Reaction Database (ORD), a public repository of structured organic reaction records. describe an organic reaction: reactants, conditions, products, and yield The reactants are Cc1nc(C)c(Br)s1, CC(c1ccc(B2OC(C)(C)C(C)(C)O2)cc1)N1CCC(CC(C)(C)O)(c2ccccc2)OC1=O. The product is Cc1nc(C)c(-c2ccc(C(C)N3CCC(CC(C)(C)O)(c4ccccc4)OC3=O)cc2)s1. RXN SMILES: [Br:36][c:37]1[c:38]([CH3:43])[n:39][c:40]([CH3:42])[s:41]1.[OH:1][C:2]([CH2:3][C:4]1([c:28]2[cH:29][cH:30][cH:31][cH:32][cH:33]2)[CH2:5][CH2:6][N:7]([CH:11]([CH3:12])[c:13]2[cH:14][cH:15][c:16]([B:19]3[O:20][C:21]([CH3:22])([CH3:23])[C:24]([CH3:25])([CH3:26])[O:27]3)[cH:17][cH:18]2)[C:8](=[O:10])[O:9]1)([CH3:34])[CH3:35]>>[OH:1][C:2]([CH2:3][C:4]1([c:28]2[cH:29][cH:30][cH:31][cH:32][cH:33]2)[CH2:5][CH2:6][N:7]([CH:11]([CH3:12])[c:13]2[cH:14][cH:15][c:16](-[c:37]3[c:38]([CH3:43])[n:39][c:40]([CH3:42])[s:41]3)[cH:17][cH:18]2)[C:8](=[O:10])[O:9]1)([CH3:34])[CH3:35]. Starting materials: O (Water), OC1=C(C=C2C(=CC=NC2=C1)OC=1C(=CC2=CC=CC=C2C1)C(=O)OCCC)OC (Propyl 3-(7-hydroxy-6-methoxy-quinolin-4-yloxy)-naphthalene-2-carboxylate), BrCCCl (1-bromo-2-chloroethane), C([O-])([O-])=O.[K+].[K+] (Potassium carbonate). Solvent: CN(C=O)C (N,N-dimethylformamide). Reaction conditions: time 8 hour. Product: ClCCOC1=C(C=C2C(=CC=NC2=C1)OC=1C(=CC2=CC=CC=C2C1)C(=O)OCCC)OC (Propyl 3-[7-(2-chloro-ethoxy)-6-methoxy-quinolin-4-yloxy]-naphthalene-2-carboxylate). Isolated yield 91.0%. RXN SMILES: [OH:1][C:2]1[CH:11]=[C:10]2[C:5]([C:6]([O:12][C:13]3[C:14]([C:23]([O:25][CH2:26][CH2:27][CH3:28])=[O:24])=[CH:15][C:16]4[C:21]([CH:22]=3)=[CH:20][CH:19]=[CH:18][CH:17]=4)=[CH:7][CH:8]=[N:9]2)=[CH:4][C:3]=1[O:29][CH3:30].Br[CH2:32][CH2:33][Cl:34].C(=O)([O-])[O-].[K+].[K+].O>CN(C)C=O>[Cl:34][CH2:33][CH2:32][O:1][C:2]1[CH:11]=[C:10]2[C:5]([C:6]([O:12][C:13]3[C:14]([C:23]([O:25][CH2:26][CH2:27][CH3:28])=[O:24])=[CH:15][C:16]4[C:21]([CH:22]=3)=[CH:20][CH:19]=[CH:18][CH:17]=4)=[CH:7][CH:8]=[N:9]2)=[CH:4][C:3]=1[O:29][CH3:30] |f:2.3.4|. Procedure: Propyl 3-(7-hydroxy-6-methoxy-quinolin-4-yloxy)-naphthalene-2-carboxylate (80 mg) and 1-bromo-2-chloroethane (0.082 ml) were dissolved in N,N-dimethylformamide (2 ml) to prepare a solution. Potassium carbonate (274 mg) was added to the solution, and the mixture was stirred at room temperature overnight. Water was then added to the reaction solution, and the mixture was extracted with ethyl acetate. The ethyl acetate layer was then washed with saturated brine and was dried over anhydrous sodium s... Reactants: CCCN(CCCBr)S(=O)(=O)c1c(C)cc(C)cc1C, Cc1ccccc1, CCOC(C)=O, [H-], [Na+], CN(C)C=O, Cc1cc(C)c(S(=O)(=O)NCCCCNC(c2ccccc2)(c2ccccc2)c2ccccc2)c(C)c1. Yields the product CCCN(CCCN(CCCCNC(c1ccccc1)(c1ccccc1)c1ccccc1)S(=O)(=O)c1c(C)cc(C)cc1C)S(=O)(=O)c1c(C)cc(C)cc1C. Reaction SMILES: [Br:40][CH2:41][CH2:42][CH2:43][N:44]([S:45](=[O:46])(=[O:47])[c:48]1[c:49]([CH3:56])[cH:50][c:51]([CH3:55])[cH:52][c:53]1[CH3:54])[CH2:57][CH2:58][CH3:59].[CH3:60][c:61]1[cH:62][cH:63][cH:64][cH:65][cH:66]1.[CH3:67][CH2:68][O:69][C:70]([CH3:71])=[O:72].[H-:2].[Na+:1].[O:73]=[CH:74][N:75]([CH3:76])[CH3:77].[c:3]1([CH3:39])[c:4]([S:11](=[O:12])(=[O:13])[NH:14][CH2:15][CH2:16][CH2:17][CH2:18][NH:19][C:20]([c:21]2[cH:22][cH:23][cH:24][cH:25][cH:26]2)([c:27]2[cH:28][cH:29][cH:30][cH:31][cH:32]2)[c:33]2[cH:34][cH:35][cH:36][cH:37][cH:38]2)[c:5]([CH3:10])[cH:6][c:7]([CH3:9])[cH:8]1>>[c:3]1([CH3:39])[c:4]([S:11](=[O:12])(=[O:13])[N:14]([CH2:15][CH2:16][CH2:17][CH2:18][NH:19][C:20]([c:21]2[cH:22][cH:23][cH:24][cH:25][cH:26]2)([c:27]2[cH:28][cH:29][cH:30][cH:31][cH:32]2)[c:33]2[cH:34][cH:35][cH:36][cH:37][cH:38]2)[CH2:41][CH2:42][CH2:43][N:44]([S:45](=[O:46])(=[O:47])[c:48]2[c:49]([CH3:56])[cH:50][c:51]([CH3:55])[cH:52][c:53]2[CH3:54])[CH2:57][CH2:58][CH3:59])[c:5]([CH3:10])[cH:6][c:7]([CH3:9])[cH:8]1. Reactants: CC(C(=O)C=1C=NC=CC1)(S(=O)(=O)C)C (3-[Dimethyl(methanesulfonyl)acetyl]pyridine), [BH4-].[Na+] (sodium borohydride). Run in CO (methanol). Run at time 30 minute. The product is CS(=O)(=O)C(C(O)C=1C=NC=CC1)(C)C (3-(2-methanesulfonyl-2-methyl-1-hydroxypropyl)pyridine). The yield is 106.2%. As a reaction SMILES: [CH3:1][C:2]([CH3:15])([S:11]([CH3:14])(=[O:13])=[O:12])[C:3]([C:5]1[CH:6]=[N:7][CH:8]=[CH:9][CH:10]=1)=[O:4].[BH4-].[Na+]>CO>[CH3:14][S:11]([C:2]([CH3:15])([CH3:1])[CH:3]([C:5]1[CH:6]=[N:7][CH:8]=[CH:9][CH:10]=1)[OH:4])(=[O:13])=[O:12] |f:1.2|. Reported procedure: 3-[Dimethyl(methanesulfonyl)acetyl]pyridine (81.0 mg, 0.356 mmol) was dissolved in methanol (2.0 mL). To this, sodium borohydride (20.2 mg, 0.535 mmol) was added under a nitrogen atmosphere at 0° C. and the mixture was stirred at room temperature for 30 minutes. The reaction mixture was concentrated, water was added thereto, and extraction with ethyl acetate was performed, followed by drying over anhydrous sodium sulfate. The solvent was evaporated off under reduced pressure, and the residue was... Starting materials: COC(=O)c1cc(N)c2nc(C)c(C)n2c1, c1ccc2c(c1)CC1OC21, C1COCCO1, O. Product: COC(=O)c1cc(NC2c3ccccc3CC2O)c2nc(C)c(C)n2c1. RXN SMILES: [NH2:1][c:2]1[c:3]2[n:4]([cH:5][c:6]([C:8](=[O:9])[O:10][CH3:11])[cH:7]1)[c:12]([CH3:16])[c:13]([CH3:15])[n:14]2.[O:17]1[CH:18]2[CH:19]1[CH2:20][c:21]1[cH:22][cH:23][cH:24][cH:25][c:26]12.[O:27]1[CH2:28][CH2:29][O:30][CH2:31][CH2:32]1.[OH2:33]>>[NH:1]([c:2]1[c:3]2[n:4]([cH:5][c:6]([C:8](=[O:9])[O:10][CH3:11])[cH:7]1)[c:12]([CH3:16])[c:13]([CH3:15])[n:14]2)[CH:18]1[CH:19]([OH:17])[CH2:20][c:21]2[cH:22][cH:23][cH:24][cH:25][c:26]21. Reactants: ClC=1C=C(C=CC1Cl)SCC(C(=O)OC(C)(C)C)CCCC(=O)OC(C)(C)C (di-tert-butyl 2-(3,4-dichlorophenylthiomethyl)adipate), C1(=CC=C(C=C1)S(=O)(=O)O)C (p-toluenesulfonic acid), CO (methanol). Solvent: C1=CC=CC=C1 (benzene). Reaction conditions: time 2.5 hour. The product is ClC=1C=C(C=CC1Cl)SCC(C(=O)O)CCCC(=O)OC (3-(3,4-dichlorophenylthio)-2-(3-methoxycarbonylpropyl)propionic acid). The yield is 79.1%. As a reaction SMILES: [Cl:1][C:2]1[CH:3]=[C:4]([S:9][CH2:10][CH:11]([CH2:19][CH2:20][CH2:21][C:22]([O:24][C:25](C)(C)C)=[O:23])[C:12]([O:14]C(C)(C)C)=[O:13])[CH:5]=[CH:6][C:7]=1[Cl:8].C1(C)C=CC(S(O)(=O)=O)=CC=1.CO>C1C=CC=CC=1>[Cl:1][C:2]1[CH:3]=[C:4]([S:9][CH2:10][CH:11]([CH2:19][CH2:20][CH2:21][C:22]([O:24][CH3:25])=[O:23])[C:12]([OH:14])=[O:13])[CH:5]=[CH:6][C:7]=1[Cl:8]. Procedure details: To a solution of di-tert-butyl 2-(3,4-dichlorophenylthiomethyl)adipate (550 mg) in benzene (7 ml) was added p-toluenesulfonic acid (40 mg), and the mixture was refluxed for 45 minutes. After the reaction mixture was cooled to room temperature, methanol (7 ml) was added, and the solution was stirred at 40° C. for 2.5 hours. The reaction mixture was concentrated in vacuo, and the resulting residue was purified by flash column chromatography on silica by eluting with chloroform/methanol (10:1) to g... Starting materials: O=C=Nc1ccc(C(F)(F)F)cc1, COC(=O)C(Cc1ccc(OC)c(CO)c1)C(=O)OC. Yields the product COC(=O)C(Cc1ccc(OC)c(COC(=O)Nc2ccc(C(F)(F)F)cc2)c1)C(=O)OC. As a reaction SMILES: [F:21][C:22]([c:23]1[cH:24][cH:25][c:26]([N:29]=[C:30]=[O:31])[cH:27][cH:28]1)([F:32])[F:33].[OH:1][CH2:2][c:3]1[cH:4][c:5]([CH2:6][CH:7]([C:8](=[O:9])[O:10][CH3:11])[C:12](=[O:13])[O:14][CH3:15])[cH:16][cH:17][c:18]1[O:19][CH3:20]>>[O:1]([CH2:2][c:3]1[cH:4][c:5]([CH2:6][CH:7]([C:8](=[O:9])[O:10][CH3:11])[C:12](=[O:13])[O:14][CH3:15])[cH:16][cH:17][c:18]1[O:19][CH3:20])[C:30]([NH:29][c:26]1[cH:25][cH:24][c:23]([C:22]([F:21])([F:32])[F:33])[cH:28][cH:27]1)=[O:31].